From a dataset of the Open Reaction Database (ORD), a public repository of structured organic reaction records. describe an organic reaction: reactants, conditions, products, and yield Starting materials: CC(C(C)(C)O1)(C)OB1C2=CC=C(C3=CN=CC=N3)C=C2, ClC1=CC2=C(C=CN2)C=C1. The reagents and catalysts are CC(C)(C)C1=CC=C(C=C1)C2=CC=C(C=C2)C(C)(C)C, [O-]P(=O)([O-])[O-].[K+].[K+].[K+], CC(C1=CC(C(C)C)=C(C2=CC=CC=C2P(C3CCCCC3)C4CCCCC4)C(C(C)C)=C1)C.NC5=CC=CC=C5C6=CC=CC=[C-]6.Cl[Pd+]. Solvent: C1CCOC1, O (water), C1CCOC1. Run at temperature 25 celsius, time 24 hour. The product is C12=C(NC=C2)C=C(C3=CC=C(C=C3)C4=CN=CC=N4)C=C1. The yield is 57.0%. Reactants: Cc1cc(-c2ccc(Cl)cc2)c(Br)c(Cl)n1, NN, C1COCCO1. Yields the product Cc1cc(-c2ccc(Cl)cc2)c(Br)c(NN)n1. RXN SMILES: [Br:1][c:2]1[c:3]([Cl:16])[n:4][c:5]([CH3:15])[cH:6][c:7]1-[c:8]1[cH:9][cH:10][c:11]([Cl:14])[cH:12][cH:13]1.[NH2:17][NH2:18].[O:19]1[CH2:20][CH2:21][O:22][CH2:23][CH2:24]1>>[Br:1][c:2]1[c:3]([NH:17][NH2:18])[n:4][c:5]([CH3:15])[cH:6][c:7]1-[c:8]1[cH:9][cH:10][c:11]([Cl:14])[cH:12][cH:13]1. Product: COc1cc(Cl)c(Nc2nc(N(C)C)nc(OC)c2[N+](=O)[O-])cc1OCc1c(OC)ccc(F)c1F. RXN SMILES: [CH3:36][NH:37][CH3:38].[CH3:48][C:49]#[N:50].[CH:39]([N:40]([CH2:41][CH3:42])[CH:43]([CH3:44])[CH3:45])([CH3:46])[CH3:47].[Cl:1][c:2]1[c:3]([NH:4][c:5]2[n:6][c:7]([Cl:16])[n:8][c:9]([O:14][CH3:15])[c:10]2[N+:11](=[O:12])[O-:13])[cH:17][c:18]([O:23][CH2:24][c:25]2[c:26]([F:34])[c:27]([F:33])[cH:28][cH:29][c:30]2[O:31][CH3:32])[c:19]([O:21][CH3:22])[cH:20]1.[ClH:35].[OH2:51]>>[Cl:1][c:2]1[c:3]([NH:4][c:5]2[n:6][c:7]([N:37]([CH3:36])[CH3:38])[n:8][c:9]([O:14][CH3:15])[c:10]2[N+:11](=[O:12])[O-:13])[cH:17][c:18]([O:23][CH2:24][c:25]2[c:26]([F:34])[c:27]([F:33])[cH:28][cH:29][c:30]2[O:31][CH3:32])[c:19]([O:21][CH3:22])[cH:20]1. The reactants are CNC, CC#N, CCN(C(C)C)C(C)C, COc1cc(Cl)c(Nc2nc(Cl)nc(OC)c2[N+](=O)[O-])cc1OCc1c(OC)ccc(F)c1F, Cl, O. Starting materials: C(C=C)#N (acrylonitrile), CC(=C)C1=CC=CC=C1 (α-methylstyrene), tert.-dodecylmercaptan, S(=O)(=O)([O-])OOS(=O)(=O)[O-].[K+].[K+] (potassium persulfate), C(CCCCCCCCCCC)OS(=O)(=O)[O-].[Na+] (sodium laurylsulfate). The solvent is O (water). Run at temperature 70 celsius. Yields the product C(C=C)#N.CC(=C)C1=CC=CC=C1 (acrylonitrile α-methylstyrene). Reaction SMILES: S(OOS([O-])(=O)=O)([O-])(=O)=O.[K+].[K+].C(OS([O-])(=O)=O)CCCCCCCCCCC.[Na+].[C:31](#[N:34])[CH:32]=[CH2:33].[CH3:35][C:36]([C:38]1[CH:43]=[CH:42][CH:41]=[CH:40][CH:39]=1)=[CH2:37]>O>[C:31](#[N:34])[CH:32]=[CH2:33].[CH3:37][C:36]([C:38]1[CH:43]=[CH:42][CH:41]=[CH:40][CH:39]=1)=[CH2:35] |f:0.1.2,3.4,8.9|. Procedure details: In a reactor which had been replaced with nitrogen, pure water (150 parts), potassium persulfate (0.5 part) and sodium laurylsulfate (2 parts) were charged and heated to 70° C. while stirring. Then, a mixed monomer solution of acrylonitrile (30 parts), α-methylstyrene (70 parts) and tert.-dodecylmercaptan (0.2 part) was continuously added over 5 hours. The polymerization system was heated to 75° C. and aged for 5 hours to complete the polymerization to obtain a latex of acrylonitrile-α-methylsty... Reactants: CCO, [H][H], O=[N+]([O-])c1cc2c3c(c1)c1c(n3CCC2)CCCCC1. The product is Nc1cc2c3c(c1)c1c(n3CCC2)CCCCC1. RXN SMILES: [CH3:23][CH2:24][OH:25].[H:21][H:22].[N+:1]([O-:2])(=[O:3])[c:4]1[cH:5][c:6]2[c:11]3[n:10]([c:15]4[c:14]([c:12]3[cH:13]1)[CH2:20][CH2:19][CH2:18][CH2:17][CH2:16]4)[CH2:9][CH2:8][CH2:7]2>>[NH2:1][c:4]1[cH:5][c:6]2[c:11]3[n:10]([c:15]4[c:14]([c:12]3[cH:13]1)[CH2:20][CH2:19][CH2:18][CH2:17][CH2:16]4)[CH2:9][CH2:8][CH2:7]2. Reactants: C(C)N (ethylamine), ClC1=C(C=C2C(NC=NC2=C1)=O)[N+](=O)[O-] (7-chloro-6-nitro-4(3H)-quinazolone), O (water). Solvent: C(C)O (ethanol). Run at temperature 110 celsius, time 4 hour. Product: C(C)NC1=C(C=C2C(NC=NC2=C1)=O)[N+](=O)[O-] (7-Ethylamino-6-nitro-4(3H)-quinazolone). Yield: 39.0%. As a reaction SMILES: [CH2:1]([NH2:3])[CH3:2].Cl[C:5]1[CH:14]=[C:13]2[C:8]([C:9](=[O:15])[NH:10][CH:11]=[N:12]2)=[CH:7][C:6]=1[N+:16]([O-:18])=[O:17].O>C(O)C>[CH2:1]([NH:3][C:5]1[CH:14]=[C:13]2[C:8]([C:9](=[O:15])[NH:10][CH:11]=[N:12]2)=[CH:7][C:6]=1[N+:16]([O-:18])=[O:17])[CH3:2]. Procedure: A 70% aqueous ethylamine solution (40 ml) was added to a solution (70 ml) of 7-chloro-6-nitro-4(3H)-quinazolone (6.31 g, 28.0 mmol) in ethanol and the mixture was heated with stirring at 110° C. for 4 hours in a sealed tube. After cooling to room temperature, the reaction mixture was poured into water and the precipitated crystals were collected by filtration. The crystals were washed with ethanol and dried to give the title compound (2.6 g, 39%).